Dataset: the Open Reaction Database (ORD), a public repository of structured organic reaction records. Task: describe an organic reaction: reactants, conditions, products, and yield Starting materials: C(C)(=O)OC(C)=O (acetic anhydride), C([O-])(O)=O.[Na+] (sodium bicarbonate), BrC1=C(C=C(C=C1)O)N(C(C)=O)CC1=CC(=C(C=C1)OCCN1CCCCC1)F (N-(2-bromo-5-hydroxyphenyl)-N-[3-fluoro-4-(2-piperidin-1-ylethoxy)benzyl]acetamide), BrC1=C(C=C(C=C1)OC)N(C(C)=O)CC1=CC(=C(C=C1)OCCN1CCCCC1)F (N-(2-bromo-5-methoxyphenyl)-N-[3-fluoro-4-(2-piperidin-1-ylethoxy)benzyl]acetamide). Run in N1=CC=CC=C1 (pyridine). Conditions: time 1 hour. Product: C(C)(=O)N(C=1C=C(C=CC1Br)OC(C)=O)CC1=CC(=C(C=C1)OCCN1CCCCC1)F (Acetic acid 3-{acetyl-[3-fluoro-4-(2-piperidin-1-ylethoxy)benzyl]amino}-4-bromophenyl ester). RXN SMILES: [Br:1][C:2]1[CH:7]=[CH:6][C:5]([OH:8])=[CH:4][C:3]=1[N:9]([CH2:13][C:14]1[CH:19]=[CH:18][C:17]([O:20][CH2:21][CH2:22][N:23]2[CH2:28][CH2:27][CH2:26][CH2:25][CH2:24]2)=[C:16]([F:29])[CH:15]=1)[C:10](=[O:12])[CH3:11].BrC1C=C[C:34]([O:37]C)=[CH:33]C=1N(CC1C=CC(OCCN2CCCCC2)=C(F)C=1)C(=O)C.C(OC(=O)C)(=O)C.C(=O)(O)[O-].[Na+]>N1C=CC=CC=1>[C:10]([N:9]([CH2:13][C:14]1[CH:19]=[CH:18][C:17]([O:20][CH2:21][CH2:22][N:23]2[CH2:28][CH2:27][CH2:26][CH2:25][CH2:24]2)=[C:16]([F:29])[CH:15]=1)[C:3]1[CH:4]=[C:5]([O:8][C:34](=[O:37])[CH3:33])[CH:6]=[CH:7][C:2]=1[Br:1])(=[O:12])[CH3:11] |f:3.4|. Reported procedure: To the total amount of N-(2-bromo-5-hydroxyphenyl)-N-[3-fluoro-4-(2-piperidin-1-ylethoxy)benzyl]acetamide crude product, which was synthesized from N-(2-bromo-5-methoxyphenyl)-N-[3-fluoro-4-(2-piperidin-1-ylethoxy)benzyl]acetamide (380 mg) synthesized according to an analogous synthetic method to Example 364 described below, were added pyridine (2 ml) and acetic anhydride (2 ml), and the solution was stirred for 1 hour at room temperature. To the reaction mixture was added a saturated aqueous so...